This data is from the Open Reaction Database (ORD), a public repository of structured organic reaction records. The task is: describe an organic reaction: reactants, conditions, products, and yield Reactants: CC(=O)NCC1CC1c1c(Br)ccc2nn(C)cc12, Cc1ccccc1, CCO, CCOC(C)=O, [Na+], [Na+], O=C([O-])[O-], c1ccc(P(c2ccccc2)(c2ccccc2)[Pd](P(c2ccccc2)(c2ccccc2)c2ccccc2)(P(c2ccccc2)(c2ccccc2)c2ccccc2)P(c2ccccc2)(c2ccccc2)c2ccccc2)cc1, OB(O)c1cccnc1. The product is CC(=O)NCC1CC1c1c(-c2cccnc2)ccc2nn(C)cc12. Reaction SMILES: [Br:1][c:2]1[c:3]([CH:12]2[CH:13]([CH2:15][NH:16][C:17]([CH3:18])=[O:19])[CH2:14]2)[c:4]2[cH:5][n:6]([CH3:11])[n:7][c:8]2[cH:9][cH:10]1.[CH3:121][c:122]1[cH:123][cH:124][cH:125][cH:126][cH:127]1.[CH3:35][CH2:36][OH:37].[CH3:38][CH2:39][O:40][C:41](=[O:42])[CH3:43].[Na+:29].[Na+:30].[O-:31][C:32](=[O:33])[O-:34].[cH:44]1[cH:45][cH:46][c:47]([P:48]([Pd:49]([P:50]([c:51]2[cH:52][cH:53][cH:54][cH:55][cH:56]2)([c:57]2[cH:58][cH:59][cH:60][cH:61][cH:62]2)[c:63]2[cH:64][cH:65][cH:66][cH:67][cH:68]2)([P:69]([c:70]2[cH:71][cH:72][cH:73][cH:74][cH:75]2)([c:76]2[cH:77][cH:78][cH:79][cH:80][cH:81]2)[c:82]2[cH:83][cH:84][cH:85][cH:86][cH:87]2)[P:88]([c:89]2[cH:90][cH:91][cH:92][cH:93][cH:94]2)([c:95]2[cH:96][cH:97][cH:98][cH:99][cH:100]2)[c:101]2[cH:102][cH:103][cH:104][cH:105][cH:106]2)([c:107]2[cH:108][cH:109][cH:110][cH:111][cH:112]2)[c:113]2[cH:114][cH:115][cH:116][cH:117][cH:118]2)[cH:119][cH:120]1.[n:20]1[cH:21][c:22]([B:26]([OH:27])[OH:28])[cH:23][cH:24][cH:25]1>>[c:2]1(-[c:22]2[cH:21][n:20][cH:25][cH:24][cH:23]2)[c:3]([CH:12]2[CH:13]([CH2:15][NH:16][C:17]([CH3:18])=[O:19])[CH2:14]2)[c:4]2[cH:5][n:6]([CH3:11])[n:7][c:8]2[cH:9][cH:10]1. The reactants are [CH-]1C=CC=C1.[CH-]1C=CC=C1.[Fe+2] (ferrocene), C(C=C)[Si](Cl)(C)C (allyldimethylchlorosilane). Conditions: time 2 hour. Yields the product Cl[Si](CC(C)[C-]1C=CC=C1)(C)C.[CH-]1C=CC=C1.[Fe+2] ((3-chloro-1,3-dimethyl-3-silabutyl)ferrocene). The yield is 19.4%. As a reaction SMILES: [CH-:1]1[CH:5]=[CH:4][CH:3]=[CH:2]1.[CH-:6]1[CH:10]=[CH:9][CH:8]=[CH:7]1.[Fe+2:11].[CH2:12]([Si:15]([CH3:18])([CH3:17])[Cl:16])[CH:13]=[CH2:14]>>[Cl:16][Si:15]([CH3:18])([CH3:17])[CH2:12][CH:13]([C-:1]1[CH:5]=[CH:4][CH:3]=[CH:2]1)[CH3:14].[CH-:6]1[CH:10]=[CH:9][CH:8]=[CH:7]1.[Fe+2:11] |f:0.1.2,4.5.6|. Procedure: In the same apparatus and procedures as EXAMPLE 1 above, 0.30 g(1.61 mmol) of ferrocene was reacted with 0.92 mL(6.3 mmol) of allyldimethylchlorosilane under dry nitrogen atmospheric pressure for 2 hrs. After the addition of the catalyst solution, the reaction mixture was stirred for an additional 2 hrs to complete the alkylation. The solvent was distilled off at atmospheric pressure and the products were then extracted with 20.0 ml. of hexane. The reaction products were distilled under vacuum a... Yield: 83.3%. Conditions: temperature 65 celsius, time 15 minute. The solvent is C(Cl)Cl (methylene chloride), C(Cl)Cl (methylene chloride). Reactants: C(C)(C)N(CC)C(C)C (Diisopropylethylamine), C(C(=O)Cl)(=O)Cl (oxalyl chloride), CS(=O)C (dimethylsulfoxide), C(C)(C)(C)OC(=O)C1(CCOCC1)S(=O)(=O)N1CCC(CC1)CCCO (4-[4-(3-hydroxy-propyl)-piperidine-1-sulfonyl]-tetrahydro-pyran-4-carboxylic acid tert-butyl ester). Yields the product C(C)(C)(C)OC(=O)C1(CCOCC1)S(=O)(=O)N1CCC(CC1)CCC=O (4-[4-(3-oxo-propyl)-piperidine-1-sulfonyl]-tetrahydro-pyran-4-carboxylic acid tert-butyl ester). Reaction SMILES: C(Cl)(=O)C(Cl)=O.CS(C)=O.[C:11]([O:15][C:16]([C:18]1([S:24]([N:27]2[CH2:32][CH2:31][CH:30]([CH2:33][CH2:34][CH2:35][OH:36])[CH2:29][CH2:28]2)(=[O:26])=[O:25])[CH2:23][CH2:22][O:21][CH2:20][CH2:19]1)=[O:17])([CH3:14])([CH3:13])[CH3:12].C(N(C(C)C)CC)(C)C>C(Cl)Cl>[C:11]([O:15][C:16]([C:18]1([S:24]([N:27]2[CH2:28][CH2:29][CH:30]([CH2:33][CH2:34][CH:35]=[O:36])[CH2:31][CH2:32]2)(=[O:26])=[O:25])[CH2:23][CH2:22][O:21][CH2:20][CH2:19]1)=[O:17])([CH3:14])([CH3:13])[CH3:12]. Procedure: A 50 mL round-bottom flask was charged with oxalyl chloride (0.4 mL, 3.82 mmol) and methylene chloride (9 mL). The flask was then immersed into a dry ice/acetone bath. Afterward, dimethylsulfoxide (0.54 mL, 7.7 mmol) was added dropwise, maintaining the temperature at less than −65° C. After complete addition, the mixture was stirred for 15 min. A solution of the alcohol from Example A7 (1.50 g, 3.82 mmol) in methylene chloride (9 mL) was then added dropwise while maintaining the temperature at l... Reactants: CC(C)CCC(=O)O, Cl, Cl, Cl, NC1CCC(CCN2CCN(c3nccc4c3CCO4)CC2)CC1. Product: CC(C)CCC(=O)NC1CCC(CCN2CCN(c3nccc4c3CCO4)CC2)CC1. As a reaction SMILES: [CH3:28][CH:29]([CH2:30][CH2:31][C:32](=[O:33])[OH:34])[CH3:35].[ClH:1].[ClH:2].[ClH:3].[O:4]1[CH2:5][CH2:6][c:7]2[c:8]([N:13]3[CH2:14][CH2:15][N:16]([CH2:19][CH2:20][CH:21]4[CH2:22][CH2:23][CH:24]([NH2:27])[CH2:25][CH2:26]4)[CH2:17][CH2:18]3)[n:9][cH:10][cH:11][c:12]21>>[O:4]1[CH2:5][CH2:6][c:7]2[c:8]([N:13]3[CH2:14][CH2:15][N:16]([CH2:19][CH2:20][CH:21]4[CH2:22][CH2:23][CH:24]([NH:27][C:32]([CH2:31][CH2:30][CH:29]([CH3:28])[CH3:35])=[O:33])[CH2:25][CH2:26]4)[CH2:17][CH2:18]3)[n:9][cH:10][cH:11][c:12]21. The reactants are C(N)(=O)C=1C(=NN2C1CN(CC2)C(=O)OC(C)(C)C)I (tert-Butyl 3-carbamoyl-2-iodo-6,7-dihydropyrazolo[1,5-a]pyrazine-5(4H)-carboxylate), ClC=1C=C(C=CC1)B(O)O ((3-chlorophenyl)boronic acid), [O-]P(=O)([O-])[O-].[K+].[K+].[K+] (potassium phosphate tribasic). Reagents/catalysts: C1=CC=C(C=C1)P([C-]2C=CC=C2)C3=CC=CC=C3.C1=CC=C(C=C1)P([C-]2C=CC=C2)C3=CC=CC=C3.Cl[Pd]Cl.[Fe+2].C(Cl)Cl (PdCl2(dppf) CH2Cl2). The solvent is O1CCOCC1 (1,4-dioxane), O (water), O (water). Reaction conditions: temperature 80 celsius, time 12 hour. Yields the product C(N)(=O)C=1C(=NN2C1CN(CC2)C(=O)OC(C)(C)C)C2=CC(=CC=C2)Cl (tert-Butyl 3-carbamoyl-2-(3-chlorophenyl)-6,7-dihydropyrazolo[1,5-a]pyrazine-5(4H)-carboxylate). Yield: 79.1%. RXN SMILES: [C:1]([C:4]1[C:5](I)=[N:6][N:7]2[CH2:12][CH2:11][N:10]([C:13]([O:15][C:16]([CH3:19])([CH3:18])[CH3:17])=[O:14])[CH2:9][C:8]=12)(=[O:3])[NH2:2].[Cl:21][C:22]1[CH:23]=[C:24](B(O)O)[CH:25]=[CH:26][CH:27]=1.[O-]P([O-])([O-])=O.[K+].[K+].[K+]>O1CCOCC1.O.C1C=CC(P(C2C=CC=CC=2)[C-]2C=CC=C2)=CC=1.C1C=CC(P(C2C=CC=CC=2)[C-]2C=CC=C2)=CC=1.Cl[Pd]Cl.[Fe+2].C(Cl)Cl>[C:1]([C:4]1[C:5]([C:26]2[CH:25]=[CH:24][CH:23]=[C:22]([Cl:21])[CH:27]=2)=[N:6][N:7]2[CH2:12][CH2:11][N:10]([C:13]([O:15][C:16]([CH3:19])([CH3:18])[CH3:17])=[O:14])[CH2:9][C:8]=12)(=[O:3])[NH2:2] |f:2.3.4.5,8.9.10.11.12|. Procedure details: To a stirred solution of Intermediate 156C (500 mg, 1.275 mmol) and (3-chlorophenyl)boronic acid (399 mg, 2.55 mmol) in 1,4-dioxane (5 mL) and water (1 mL) was added and potassium phosphate tribasic (666 mg, 3.82 mmol). The reaction mixture was purged with nitrogen for 5 min. PdCl2(dppf)-CH2Cl2 (52.1 mg, 0.064 mmol) was added and the reaction mixture was stirred at 80° C. for 12 h. The reaction mixture was diluted with water (20 mL) and extracted with ethyl acetate (3×25 mL). The combined organi... Starting materials: C(O)([O-])=O.[Na+] (sodium hydrogen carbonate), [N+](=O)([O-])C1=CC=C(O1)C1=NNC=C1C=NO (3-(5-nitro-2-furyl)-1H-pyrazole-4-carboxaldehydeoxime), P(=O)(Cl)(Cl)Cl (phosphorus oxychloride), O (water). Run in ClCCCl (1,2-dichloroethane). Product: [N+](=O)([O-])C1=CC=C(O1)C1=NNC=C1C#N (3-(5-nitro-2-furyl)-1H-pyrazole-4-carbonitrile). Isolated yield 96.0%. Reaction SMILES: [N+:1]([C:4]1[O:8][C:7]([C:9]2[C:13]([CH:14]=[N:15]O)=[CH:12][NH:11][N:10]=2)=[CH:6][CH:5]=1)([O-:3])=[O:2].P(Cl)(Cl)(Cl)=O.O.C(=O)([O-])O.[Na+]>ClCCCl>[N+:1]([C:4]1[O:8][C:7]([C:9]2[C:13]([C:14]#[N:15])=[CH:12][NH:11][N:10]=2)=[CH:6][CH:5]=1)([O-:3])=[O:2] |f:3.4|. Reported procedure: Heat Then g. of 3-(5-nitro-2-furyl)-1H-pyrazole-4-carboxaldehydeoxime together with 3.4 g of phosphorus oxychloride in 20 ml of 1,2-dichloroethane for 1 hour under reflux. To the resulting product add ice together with 50 ml of water. The adjust the pH to from 3 to 4 with sodium hydrogen carbonate and remove the formed crystals by vacuum filtration. Wash the crystals with water to obtain a 96% yield of 3-(5-nitro-2-furyl)-1H-pyrazole-4-carbonitrile [m.p. 237.5° to 239° C (from ethanol)]. Starting materials: [Cu], Cc1nc(N)c(C(=O)O)c(C)c1-c1ccccc1, c1ccc2ncccc2c1. Yields the product Cc1cc(N)nc(C)c1-c1ccccc1. RXN SMILES: [Cu:29].[NH2:1][c:2]1[n:3][c:4]([CH3:18])[c:5](-[c:12]2[cH:13][cH:14][cH:15][cH:16][cH:17]2)[c:6]([CH3:11])[c:7]1[C:8]([OH:9])=[O:10].[cH:19]1[cH:20][c:21]2[c:22]([n:23][cH:24][cH:25][cH:26]2)[cH:27][cH:28]1>>[NH2:1][c:2]1[n:3][c:4]([CH3:18])[c:5](-[c:12]2[cH:13][cH:14][cH:15][cH:16][cH:17]2)[c:6]([CH3:11])[cH:7]1.